Dataset: the Open Reaction Database (ORD), a public repository of structured organic reaction records. Task: describe an organic reaction: reactants, conditions, products, and yield Reactants: CCO, [Cl-], O=[N+]([O-])c1ccc(-n2cc(Cl)cn2)cc1, [Fe], [NH4+], O. The product is Nc1ccc(-n2cc(Cl)cn2)cc1. Reaction SMILES: [CH3:18][CH2:19][OH:20].[Cl-:16].[Cl:1][c:2]1[cH:3][n:4][n:5](-[c:7]2[cH:8][cH:9][c:10]([N+:13]([O-:14])=[O:15])[cH:11][cH:12]2)[cH:6]1.[Fe:22].[NH4+:17].[OH2:21]>>[Cl:1][c:2]1[cH:3][n:4][n:5](-[c:7]2[cH:8][cH:9][c:10]([NH2:13])[cH:11][cH:12]2)[cH:6]1. Starting materials: O1C=C(C=C1)CCC1CCCCC(N1)=O (7-[2-(3-furanyl)ethyl]hexahydro-2H-azepin-2-one), F[B-](F)(F)F.C[O+](C)C (trimethyloxonium tetrafluoroborate). The solvent is C(Cl)Cl (CH2Cl2). Yields the product O1C=C(C=C1)CCC1N=C(CCCC1)OC (3,4,5,6-tetrahydro-2-[2-(3-furanyl)ethyl]-7-methoxy-2H-azepine). Reaction SMILES: [O:1]1[CH:5]=[CH:4][C:3]([CH2:6][CH2:7][CH:8]2[NH:14][C:13](=[O:15])[CH2:12][CH2:11][CH2:10][CH2:9]2)=[CH:2]1.F[B-](F)(F)F.[CH3:21][O+](C)C>C(Cl)Cl>[O:1]1[CH:5]=[CH:4][C:3]([CH2:6][CH2:7][CH:8]2[CH2:9][CH2:10][CH2:11][CH2:12][C:13]([O:15][CH3:21])=[N:14]2)=[CH:2]1 |f:1.2|. Procedure details: The product of Example 170 is reacted with trimethyloxonium tetrafluoroborate in CH2Cl2 by the method of Example 3 to produce the title material. Reactants: C(C1=CC=CC=C1)N1CC2(CO2)CC1 (5-benzyl-1-oxa-5-azaspiro[2,4]heptane), C[O-].[Na+] (sodium methoxide). The solvent is CO (methanol). Yields the product C(C1=CC=CC=C1)N1CC(CC1)(COC)O (1-Benzyl-3-hydroxy-3-methoxymethylpyrrolidine). RXN SMILES: [CH2:1]([N:8]1[CH2:14][CH2:13][C:10]2([O:12][CH2:11]2)[CH2:9]1)[C:2]1[CH:7]=[CH:6][CH:5]=[CH:4][CH:3]=1.[CH3:15][O-:16].[Na+]>CO>[CH2:1]([N:8]1[CH2:14][CH2:13][C:10]([OH:12])([CH2:11][O:16][CH3:15])[CH2:9]1)[C:2]1[CH:7]=[CH:6][CH:5]=[CH:4][CH:3]=1 |f:1.2|. Procedure details: 26.8 g (0.14 mol) of 5-benzyl-1-oxa-5-azaspiro[2,4]heptane are heated overnight under reflux with 2.6 ml (14 mmol) of 30% strength sodium methoxide solution in 200 ml of absolute methanol. The product is concentrated and distilled. As a reaction SMILES: C(Cl)(Cl)Cl.[NH4+:5].[OH-].O.[C:8]([C:16]([C:31]([OH:33])=[O:32])([OH:30])[C:17]([C:22](=[O:29])[C:23]1[CH:28]=[CH:27][CH:26]=[CH:25][CH:24]=1)([OH:21])[C:18]([OH:20])=[O:19])(=[O:15])[C:9]1[CH:14]=[CH:13][CH:12]=[CH:11][CH:10]=1>C(O)C>[C:22]([C:17]([C:18]([OH:20])=[O:19])([OH:21])[C:16]([C:8](=[O:15])[C:9]1[CH:14]=[CH:13][CH:12]=[CH:11][CH:10]=1)([OH:30])[C:31]([OH:33])=[O:32])(=[O:29])[C:23]1[CH:28]=[CH:27][CH:26]=[CH:25][CH:24]=1.[C:23]1([CH2:22][C:17]([NH2:5])([C:16]2[CH:8]=[CH:9][CH:14]=[CH:13][CH:31]=2)[CH3:18])[CH:24]=[CH:25][CH:26]=[CH:27][CH:28]=1 |f:1.2,3.4,6.7|. Solvent: C(C)O (ethanol). Reactants: C(Cl)(Cl)Cl (CHCl3), [NH4+].[OH-] (NH4OH), O.C(C1=CC=CC=C1)(=O)C(C(C(=O)O)(O)C(C1=CC=CC=C1)=O)(O)C(=O)O ((+)-dibenzoyl tartaric acid monohydrate). Yields the product C(C1=CC=CC=C1)(=O)C(C(C(=O)O)(O)C(C1=CC=CC=C1)=O)(O)C(=O)O.C1(=CC=CC=C1)CC(C)(C1=CC=CC=C1)N ((+)-1,2-diphenyl-2-propylamine (+)-dibenzoyltartrate). Procedure details: The filtrate residue which was saved in Illustration 4, was treated with 1 L CHCl3 and 0.9 L 5% NH4OH, shaken vigorously, the layers separated and the organic phase washed with 4×800 ml 5% NH4OH and 2×500 ml H2O, then dried over MgSO4 and evaporated to an oil 32.3 g, which is enriched in (+)-1,2-diphenyl-2-propylamine. This oil (32. 3 g, 0.153 mol) was dissolved in 200 ml hot 95% ethanol and added to a stirred solution of (+)-dibenzoyl tartaric acid monohydrate (57.55 g, 0.153 mol) in 600 ml of ... Starting materials: BrC=1C=C2C=C(C=NC2=CC1)C(=O)O (6-bromoquinoline-3-carboxylic acid), Cl.CNOC (N,O-dimethylhydroxylamine HCl), CN1CCOCC1 (4-methylmorpholine), ClC1=NC(=NC(=N1)OC)OC (2-chloro-4,6-dimethoxy-1,3,5-triazine), BrC=1C=C2C=C(C=NC2=CC1)C(=O)O (6-bromoquinoline-3-carboxylic acid). Run in C1CCOC1 (THF), O (water). Conditions: temperature 23 celsius, time 2 minute. Yields the product BrC=1C=C2C=C(C=NC2=CC1)C(=O)N(C)OC (6-bromo-N-methoxy-N-methylquinoline-3-carboxamide). Reaction SMILES: [Br:1][C:2]1[CH:3]=[C:4]2[C:9](=[CH:10][CH:11]=1)[N:8]=[CH:7][C:6]([C:12]([OH:14])=O)=[CH:5]2.CN1CCOCC1.ClC1N=C(OC)N=C(OC)N=1.Cl.[CH3:34][NH:35][O:36][CH3:37]>O.C1COCC1>[Br:1][C:2]1[CH:3]=[C:4]2[C:9](=[CH:10][CH:11]=1)[N:8]=[CH:7][C:6]([C:12]([N:35]([O:36][CH3:37])[CH3:34])=[O:14])=[CH:5]2 |f:3.4|. Procedure details: To a 500 mL RBF containing 6-bromoquinoline-3-carboxylic acid (1.0 g, 4.0 mmol) was added THF (15 mL) and the mixture was allowed to stir at 23° C. for 2 min. At this time, 4-methylmorpholine (1.3 ml, 12 mmol) and 2-chloro-4,6-dimethoxy-1,3,5-triazine (1.0 g, 6.0 mmol) were added in single portions. The reaction was allowed to stir for 1 h and then N,O-dimethylhydroxylamine HCl (0.43 g, 4.4 mmol) was added in one portion. The reaction was allowed to stir overnight and the diluted with water. It ... Starting materials: C(=O)(OCC1=CC=CC=C1)N[C@@H](C)C(=O)N(CC(=O)O)C1=CSC=C1 (N-carbobenzyloxy-L-alanyl-N-(3-thienyl)glycine), Br (hydrogen bromide). Solvent: C(C)(=O)O (acetic acid). Product: hydrobromide salt, N[C@@H](C)C(=O)N(CC(=O)O)C1=CSC=C1 (L-alanyl-N-(3-thienyl)glycine). As a reaction SMILES: C([NH:11][C@H:12]([C:14]([N:16]([C:21]1[CH:25]=[CH:24][S:23][CH:22]=1)[CH2:17][C:18]([OH:20])=[O:19])=[O:15])[CH3:13])(OCC1C=CC=CC=1)=O.Br>C(O)(=O)C>[NH2:11][C@H:12]([C:14]([N:16]([C:21]1[CH:25]=[CH:24][S:23][CH:22]=1)[CH2:17][C:18]([OH:20])=[O:19])=[O:15])[CH3:13]. Procedure details: In a manner described in example 5B, N-carbobenzyloxy-L-alanyl-N-(3-thienyl)glycine was treated with anhydrous hydrogen bromide in acetic acid to yield the hydrobromide salt of L-alanyl-N-(3-thienyl)glycine. Reactants: C(C)(=O)[O-].[Na+] (sodium acetate), C=O (formalin), C(C)NCC (diethylamine), ice water, C(C1=CC=CC=C1)OCCCC1C(C(C(O1)=O)C(=O)O)C1=CC=CC=C1 (5-(3-Benzyloxypropyl)-2-oxo-4-phenyltetrahydro-3-furancarboxylic acid). Run in C(C)(=O)O (acetic acid), solution. Conditions: temperature 100 celsius. Product: C(C1=CC=CC=C1)OCCCC1C(C(C(O1)=O)=C)C1=CC=CC=C1 (5-(3-benzyloxypropyl)-3-methylene-4-phenyltetrahydro-2-furanone). The yield is 76.9%. As a reaction SMILES: [CH2:1]([O:8][CH2:9][CH2:10][CH2:11][CH:12]1[O:16][C:15](=[O:17])[CH:14]([C:18](O)=O)[CH:13]1[C:21]1[CH:26]=[CH:25][CH:24]=[CH:23][CH:22]=1)[C:2]1[CH:7]=[CH:6][CH:5]=[CH:4][CH:3]=1.C([O-])(=O)C.[Na+].C=O.C(NCC)C>C(O)(=O)C>[CH2:1]([O:8][CH2:9][CH2:10][CH2:11][CH:12]1[O:16][C:15](=[O:17])[C:14](=[CH2:18])[CH:13]1[C:21]1[CH:22]=[CH:23][CH:24]=[CH:25][CH:26]=1)[C:2]1[CH:3]=[CH:4][CH:5]=[CH:6][CH:7]=1 |f:1.2|. Reported procedure: 5-(3-Benzyloxypropyl)-2-oxo-4-phenyltetrahydro-3-furancarboxylic acid (1 g) was dissolved in a solution (5 ml) prepared from sodium acetate (105 mg), acetic acid (4 ml), formalin (2.92 ml) and diethylamine (1 ml), and the solution was heated on a water bath (100° C.) for 30 minutes. After cooling, the reaction mixture was poured into ice water and extracted with ether. The extract was washed with 5% sodium bicarbonate and water and dried over magnesium sulfate. The solvent was then distilled off... Reactants: C(C)#N (Acetonitrile), Cl (hydrochloric acid), C(C)OC1=C(C=C(CC2=C(C3=CC=CC=CC3=C2)C(=O)O)C=C1[C@@H]1O[C@@H]([C@H]([C@@H]([C@H]1O)O)O)CO)OC (2-[4-ethoxy-3-methoxy-5-[(2S,3R,4R,5S,6R)-3,4,5-trihydroxy-6-(hydroxymethyl) tetrahydro-2H-pyran-2-yl]benzyl]azulene-1-carboxylic acid), Cl (hydrochloric acid). Solvent: C(C)(=O)OCC (ethyl acetate), C(C)(=O)OCC (ethyl acetate). Product: C1=C(C=C2C=CC=CC=C12)CC=1C=C(C(=C(C1)[C@H]1[C@H](O)[C@@H](O)[C@H](O)[C@H](O1)CO)OCC)OC ((1S)-1,5-anhydro-1-[5-(azulen-2-ylmethyl)-2-ethoxy-3-methoxyphenyl]-D-glucitol). The yield is 92.1%. Reaction SMILES: C(#N)C.Cl.[CH2:5]([O:7][C:8]1[C:27]([C@H:28]2[C@H:33]([OH:34])[C@@H:32]([OH:35])[C@H:31]([OH:36])[C@@H:30]([CH2:37][OH:38])[O:29]2)=[CH:26][C:11]([CH2:12][C:13]2[CH:22]=[C:21]3[C:15](=[CH:16][CH:17]=[CH:18][CH:19]=[CH:20]3)[C:14]=2C(O)=O)=[CH:10][C:9]=1[O:39][CH3:40])[CH3:6]>C(OCC)(=O)C>[CH:14]1[C:15]2[C:21]([CH:20]=[CH:19][CH:18]=[CH:17][CH:16]=2)=[CH:22][C:13]=1[CH2:12][C:11]1[CH:10]=[C:9]([O:39][CH3:40])[C:8]([O:7][CH2:5][CH3:6])=[C:27]([C@@H:28]2[O:29][C@H:30]([CH2:37][OH:38])[C@@H:31]([OH:36])[C@H:32]([OH:35])[C@H:33]2[OH:34])[CH:26]=1. Procedure details: Acetonitrile and a 4 M ethyl acetate solution (0.02 ml) of hydrochloric acid (5 ml) were added to 2-[4-ethoxy-3-methoxy-5-[(2S,3R,4R,5S,6R)-3,4,5-trihydroxy-6-(hydroxymethyl) tetrahydro-2H-pyran-2-yl]benzyl]azulene-1-carboxylic acid (50 mg) and the mixture was refluxed with heating for 10 minutes. A 4 M ethyl acetate solution (0.02 ml) of hydrochloric acid was further added to the reaction mixture and the mixture was refluxed with heating for 30 minutes. The reaction mixture was concentrated und... Reactants: CC(C)(C)OC(=O)N, CC1=CC(=CC(=N1)Cl)CO. The reagents and catalysts are C(=O)([O-])[O-].[Cs+].[Cs+], CC1(C2=C(C(=CC=C2)P(C3=CC=CC=C3)C4=CC=CC=C4)OC5=C1C=CC=C5P(C6=CC=CC=C6)C7=CC=CC=C7)C, C1=CC=C(C=C1)/C=C/C(=O)/C=C/C2=CC=CC=C2.C1=CC=C(C=C1)/C=C/C(=O)/C=C/C2=CC=CC=C2.C1=CC=C(C=C1)/C=C/C(=O)/C=C/C2=CC=CC=C2.[Pd].[Pd]. The solvent is C1COCCO1. Reaction conditions: temperature 80 celsius. Yields the product CC1=CC(=CC(=N1)NC(=O)OC(C)(C)C)CO. Yield: 0.0%. Procedure: A 2.0-5.0 mL microwave vial was charged with XANTPHOS (14.66 mg, 0.03 mmol), Pd2(dba)3 (29.1 mg, 0.03 mmol), CESIUM CARBONATE (155 mg, 0.48 mmol),(2-chloro-6-methylpyridin-4-yl)methanol (50 mg, 0.32 mmol), tert-butyl carbamate (44.6 mg, 0.38 mmol) and dioxane (3 mL). The reaction mixture was degassed for 2 minutes with nitrogen, and then the reaction mixture was stirred at 80°C under microwave irradiation for 30 min. Water (5 mL) was added and the mixture was washed using EtOAc (3 x 10 mL). The ... Reactants: 14/20, C(C(C)(C)C)(=O)NC=1N=C(C2=C(N1)NCC(C2)CCC=2SC=C(N2)C(=O)N[C@@H](CCC(=O)OCC)C(=O)OCC)O (diethyl N-{2-[2-(2-pivaloylamino-4-hydroxy-5,6,7,8-tetrahydropyrido[2,3-d]pyrimidin-6-yl)ethyl]-4-thiazolylcarbonyl}-L-glutamate), Cl (hydrochloric acid). Solvent: [OH-].[Na+] (sodium hydroxide). Conditions: time 84 hour. Yields the product NC=1N=C(C2=C(N1)NCC(C2)CCC=2SC=C(N2)C(=O)N[C@@H](CCC(=O)O)C(=O)O)O (N-{2-[2-(2-amino-4-hydroxy-5,6,7,8-tetrahydropyrido[2,3-d]pyrimidin-6-yl)ethyl]-4-thiazolylcarbonyl}-L-glutamic acid). Isolated yield 72.7%. Reaction SMILES: C([NH:7][C:8]1[N:9]=[C:10]([OH:41])[C:11]2[CH2:17][CH:16]([CH2:18][CH2:19][C:20]3[S:21][CH:22]=[C:23]([C:25]([NH:27][C@H:28]([C:36]([O:38]CC)=[O:37])[CH2:29][CH2:30][C:31]([O:33]CC)=[O:32])=[O:26])[N:24]=3)[CH2:15][NH:14][C:12]=2[N:13]=1)(=O)C(C)(C)C.Cl>[OH-].[Na+]>[NH2:7][C:8]1[N:9]=[C:10]([OH:41])[C:11]2[CH2:17][CH:16]([CH2:18][CH2:19][C:20]3[S:21][CH:22]=[C:23]([C:25]([NH:27][C@H:28]([C:36]([OH:38])=[O:37])[CH2:29][CH2:30][C:31]([OH:33])=[O:32])=[O:26])[N:24]=3)[CH2:15][NH:14][C:12]=2[N:13]=1 |f:2.3|. Procedure details: To a 25 mL 14/20 round bottom flask was charged 0.067 g (0.11 mmol) of diethyl N-{2-[2-(2-pivaloylamino-4-hydroxy-5,6,7,8-tetrahydropyrido[2,3-d]pyrimidin-6-yl)ethyl]-4-thiazolylcarbonyl}-L-glutamate dissolved in 3 mL of 1N sodium hydroxide. The reaction was stirred at room temperature for 84 hours The solution was cooled down in an ice bath and acidified with 1N hydrochloric acid to pH 3. The precipitate was filtered, washed with 25 mL water, and dried in a vacuum oven at 60° C. to give 0.036 g...